From a dataset of the Open Reaction Database (ORD), a public repository of structured organic reaction records. describe an organic reaction: reactants, conditions, products, and yield Starting materials: C(=O)(OC(C)(C)C)N1CCC(CC1)CC1=NC2=NC=CC=C2C=C1 (N-Boc-4-([1,8]-Naphthyridin-2-ylmethyl)-piperidine). The reagents and catalysts are [Pd] (Pd/C). The solvent is C(C)O (ethanol). Run at time 20 hour. Yields the product hexanes EtOAc, C(=O)(OC(C)(C)C)N1CCC(CC1)CC1=NC=2NCCCC2C=C1 (N-Boc-4-(5,6,7,8-Tetrahydro-[1,8]-naphthyridin-2-ylmethyl)-piperidine). The yield is 70.0%. As a reaction SMILES: [C:1]([N:8]1[CH2:13][CH2:12][CH:11]([CH2:14][C:15]2[CH:24]=[CH:23][C:22]3[C:17](=[N:18][CH:19]=[CH:20][CH:21]=3)[N:16]=2)[CH2:10][CH2:9]1)([O:3][C:4]([CH3:7])([CH3:6])[CH3:5])=[O:2]>[Pd].C(O)C>[C:1]([N:8]1[CH2:9][CH2:10][CH:11]([CH2:14][C:15]2[CH:24]=[CH:23][C:22]3[CH2:21][CH2:20][CH2:19][NH:18][C:17]=3[N:16]=2)[CH2:12][CH2:13]1)([O:3][C:4]([CH3:6])([CH3:7])[CH3:5])=[O:2]. Procedure: A mixture of 3-3 (2.1 g, 6.4 mmol), 10% Pd/C (210 mg), and ethanol (32 mL) was stirred under a hydrogen atmosphere (1 atm) for 20 hrs. The reaction mixture was then filtered through a celite pad and the filtrate was concentrated. Flash chromatography (silica, 70% hexanes/EtOAc) gave 3-4 as a colorless oil. Reactants: CC(C)(C)OC(=O)N1CCN(c2ccccc2N)CC1, C1CCOC1, CC(C)N=C=O. Yields the product CC(C)NC(=O)Nc1ccccc1N1CCN(C(=O)OC(C)(C)C)CC1. Reaction SMILES: [C:1](=[O:2])([O:3][C:4]([CH3:5])([CH3:6])[CH3:7])[N:8]1[CH2:9][CH2:10][N:11]([c:14]2[c:15]([NH2:20])[cH:16][cH:17][cH:18][cH:19]2)[CH2:12][CH2:13]1.[CH2:27]1[O:28][CH2:29][CH2:30][CH2:31]1.[CH:21]([CH3:22])([CH3:23])[N:24]=[C:25]=[O:26]>>[C:1](=[O:2])([O:3][C:4]([CH3:5])([CH3:6])[CH3:7])[N:8]1[CH2:9][CH2:10][N:11]([c:14]2[c:15]([NH:20][C:25]([NH:24][CH:21]([CH3:22])[CH3:23])=[O:26])[cH:16][cH:17][cH:18][cH:19]2)[CH2:12][CH2:13]1. Product: NC1=C(C(C=2C=CC3=CC=C(N=C3C2O1)NC(=O)NCC)C1=CC(=C(C(=C1)OC)OC)Br)C#N (1-[3-Amino-1-(3-bromo-4,5-dimethoxy-phenyl)-2-cyano-1H-4-oxa-5-aza-phenanthren-6-yl]-3-ethyl-urea). RXN SMILES: [NH2:1][C:2]1[O:15][C:14]2[C:13]3[C:8](=[CH:9][CH:10]=[C:11]([NH2:16])[N:12]=3)[CH:7]=[CH:6][C:5]=2[CH:4]([C:17]2[CH:22]=[C:21]([O:23][CH3:24])[C:20]([O:25][CH3:26])=[C:19]([Br:27])[CH:18]=2)[C:3]=1[C:28]#[N:29].[CH2:30]([N:32]=[C:33]=[O:34])[CH3:31]>C(#N)C>[NH2:1][C:2]1[O:15][C:14]2[C:13]3[C:8](=[CH:9][CH:10]=[C:11]([NH:16][C:33]([NH:32][CH2:30][CH3:31])=[O:34])[N:12]=3)[CH:7]=[CH:6][C:5]=2[CH:4]([C:17]2[CH:22]=[C:21]([O:23][CH3:24])[C:20]([O:25][CH3:26])=[C:19]([Br:27])[CH:18]=2)[C:3]=1[C:28]#[N:29]. The yield is 72.5%. Run at temperature 60 celsius. The reactants are NC1=C(C(C=2C=CC3=CC=C(N=C3C2O1)N)C1=CC(=C(C(=C1)OC)OC)Br)C#N (3,6-Diamino-1-(3-bromo-4,5-dimethoxy-phenyl)-1H-4-oxa-5-aza-phenanthrene-2-carbonitrile), C(C)N=C=O (ethylisocyanate). Procedure details: 3,6-Diamino-1-(3-bromo-4,5-dimethoxy-phenyl)-1H-4-oxa-5-aza-phenanthrene-2-carbonitrile (20) (45 mg, 0.1 mmol) and ethylisocyanate (8.4 mg, 0.12 mmol) were taken in 2 ml dry acetonitril and stirred at 60° C. monitoring the reaction with LC-MS. The solvent was evaporated after the completion of the reaction. The residue was separated on HPLC (high pressure liquid chromatography) (21 mm×250 mm, RP18, 5 mm) with a methanol/water gradient (5% MeOH to MeOH in 25 min, flow 21 ml/min) to get the title ... The solvent is C(C)#N (acetonitril).